Dataset: the Open Reaction Database (ORD), a public repository of structured organic reaction records. Task: describe an organic reaction: reactants, conditions, products, and yield Conditions: temperature -78 celsius, time 30 minute. Reactants: C[Si]([N-][Si](C)(C)C)(C)C.[Li+] (Lithium hexamethyldisilazide), COC(CC=1N=CN(C1)C(C1=CC=CC=C1)(C1=CC=CC=C1)C1=CC=CC=C1)=O (1-(triphenylmethyl)-1H-imidazol-4-ylacetic acid methyl ester), C(#N)C1=CC=C(CBr)C=C1 (4-Cyanobenzyl bromide). Procedure details: A solution of 1-(triphenylmethyl)-1H-imidazol-4-ylacetic acid methyl ester (977 mg, 2.55 mmol) in THF (25 ml) was cooled to -78° C. Lithium hexamethyldisilazide (2.68 ml, 2.68 mmol) was added dropwise and the reaction stirred 30 min at -78° C. 4-Cyanobenzyl bromide (500.7 mg, 2.68 mmol) was added and the reaction stirred a furthur 4 hrs at -78° C. and then at -20° C. for 12 hr. The reaction was quenched with water (10 ml) and saturated NaHCO3 solutuon (10 ml) and extracted with EtOAc. The organi... RXN SMILES: [CH3:1][O:2][C:3](=[O:29])[CH2:4][C:5]1[N:6]=[CH:7][N:8]([C:10]([C:23]2[CH:28]=[CH:27][CH:26]=[CH:25][CH:24]=2)([C:17]2[CH:22]=[CH:21][CH:20]=[CH:19][CH:18]=2)[C:11]2[CH:16]=[CH:15][CH:14]=[CH:13][CH:12]=2)[CH:9]=1.C[Si](C)(C)[N-][Si](C)(C)C.[Li+].[C:40]([C:42]1[CH:49]=[CH:48][C:45]([CH2:46]Br)=[CH:44][CH:43]=1)#[N:41]>C1COCC1>[CH3:1][O:2][C:3](=[O:29])[CH:4]([C:5]1[N:6]=[CH:7][N:8]([C:10]([C:11]2[CH:16]=[CH:15][CH:14]=[CH:13][CH:12]=2)([C:23]2[CH:28]=[CH:27][CH:26]=[CH:25][CH:24]=2)[C:17]2[CH:18]=[CH:19][CH:20]=[CH:21][CH:22]=2)[CH:9]=1)[CH2:46][C:45]1[CH:48]=[CH:49][C:42]([C:40]#[N:41])=[CH:43][CH:44]=1 |f:1.2|. Solvent: C1CCOC1 (THF). Yields the product COC(C(CC1=CC=C(C=C1)C#N)C=1N=CN(C1)C(C1=CC=CC=C1)(C1=CC=CC=C1)C1=CC=CC=C1)=O (2-{1-(Triphenylmethyl)-1H-imidazol-4-yl}-2-(4-cyanobenzyl)-acetic acid methyl ester). Reactants: CCOC(=O)CN(CC(=O)OCC)Cc1cc(Br)cnc1N, CS(C)=O, [H-], [Na+], O. The product is CCOC(=O)CN1CC(=O)Nc2ncc(Br)cc2C1. RXN SMILES: [CH2:1]([CH3:2])[O:3][C:4]([CH2:5][N:6]([CH2:7][C:8](=[O:9])[O:10][CH2:11][CH3:12])[CH2:13][c:14]1[c:15]([NH2:21])[n:16][cH:17][c:18]([Br:20])[cH:19]1)=[O:22].[CH3:25][S:26]([CH3:27])=[O:28].[H-:24].[Na+:23].[OH2:29]>>[CH2:1]([CH3:2])[O:3][C:4]([CH2:5][N:6]1[CH2:7][C:8](=[O:9])[NH:21][c:15]2[c:14]([cH:19][c:18]([Br:20])[cH:17][n:16]2)[CH2:13]1)=[O:22]. Starting materials: ClC1=NC(=C2C(=N1)N(N=C2)C)NC2=CC(=CC=C2)OC (6-Chloro-N-(3-methoxyphenyl)-1-methyl-1H-pyrazolo[3,4-d]pyrimidin-4-amine), N1=CC(=CC=C1)B(O)O (pyridine-3-boronic acid). The product is COC=1C=C(C=CC1)NC1=C2C(=NC(=N1)C=1C=NC=CC1)N(N=C2)C (N-(3-methoxyphenyl)-1-methyl-6-(pyridin-3-yl)-1H-pyrazolo[3,4-d]pyrimidin-4-amine). As a reaction SMILES: Cl[C:2]1[N:7]=[C:6]2[N:8]([CH3:11])[N:9]=[CH:10][C:5]2=[C:4]([NH:12][C:13]2[CH:18]=[CH:17][CH:16]=[C:15]([O:19][CH3:20])[CH:14]=2)[N:3]=1.[N:21]1[CH:26]=[CH:25][CH:24]=[C:23](B(O)O)[CH:22]=1>>[CH3:20][O:19][C:15]1[CH:14]=[C:13]([NH:12][C:4]2[N:3]=[C:2]([C:23]3[CH:22]=[N:21][CH:26]=[CH:25][CH:24]=3)[N:7]=[C:6]3[N:8]([CH3:11])[N:9]=[CH:10][C:5]=23)[CH:18]=[CH:17][CH:16]=1. Reported procedure: 6-Chloro-N-(3-methoxyphenyl)-1-methyl-1H-pyrazolo[3,4-d]pyrimidin-4-amine 6, from Example 4, was reacted with pyridine-3-boronic acid using General Procedure A. Purification on silica yielded 124. NMR: (CDCl3): 3.88 (s, 3H, CH3), 4.13 (s, 3H, CH3), 6.88-6.90 (m, H, ArH), 7.16 (m, H, ArH), 7.30 (s, H, ArH), 7.38-7.46 (m, 2H, 2×ArH), 7.50 (sbr, H, NH), 8.72 (m, H, ArH), 8.79-8.82 (m, H, ArH) 9.76 (m, H, ArH). MS: (ESI+) MH+=333.24 The reactants are CCO, CC(=O)O, Nc1ncc(C2CCN(Cc3ccccc3)CC2)c(N)n1. Product: Nc1ncc(C2CCNCC2)c(N)n1. RXN SMILES: [CH3:22][CH2:23][OH:24].[CH3:25][C:26](=[O:27])[OH:28].[NH2:1][c:2]1[n:3][cH:4][c:5]([CH:9]2[CH2:10][CH2:11][N:12]([CH2:15][c:16]3[cH:17][cH:18][cH:19][cH:20][cH:21]3)[CH2:13][CH2:14]2)[c:6]([NH2:8])[n:7]1>>[NH2:1][c:2]1[n:3][cH:4][c:5]([CH:9]2[CH2:10][CH2:11][NH:12][CH2:13][CH2:14]2)[c:6]([NH2:8])[n:7]1. Yields the product COc1ccc(OC)c(Cc2c(Cl)nc3nc(N)nc(N)c3c2C)c1. RXN SMILES: [CH3:45][N:46]([CH3:47])[CH:48]=[O:49].[CH:41]([Cl:42])([Cl:43])[Cl:44].[NH2:1][c:2]1[n:3][c:4]([NH2:25])[c:5]2[c:6]([n:7]1)[nH:8][c:9](=[O:24])[c:10]([CH2:13][c:14]1[c:15]([O:22][CH3:23])[cH:16][cH:17][c:18]([O:20][CH3:21])[cH:19]1)[c:11]2[CH3:12].[NH3:40].[S:26]([Cl:27])([Cl:28])=[O:29].[n:30]1[c:31]2[cH:32][cH:33][cH:34][n:35][c:36]2[cH:37][n:38][cH:39]1>>[NH2:1][c:2]1[n:3][c:4]([NH2:25])[c:5]2[c:6]([n:7]1)[n:8][c:9]([Cl:28])[c:10]([CH2:13][c:14]1[c:15]([O:22][CH3:23])[cH:16][cH:17][c:18]([O:20][CH3:21])[cH:19]1)[c:11]2[CH3:12]. Starting materials: CN(C)C=O, ClC(Cl)Cl, COc1ccc(OC)c(Cc2c(C)c3c(N)nc(N)nc3[nH]c2=O)c1, N, O=S(Cl)Cl, c1cnc2cncnc2c1. The reactants are CO, CCC(=O)N1N=C(c2ccc([N+](=O)[O-])c(C)c2)c2cc(Cl)ccc2CC1C, ClCCl, NN, O. The product is CCC(=O)N1N=C(c2ccc(N)c(C)c2)c2cc(Cl)ccc2CC1C. Reaction SMILES: [CH3:31][OH:32].[Cl:1][c:2]1[cH:3][c:4]2[c:5]([cH:26][cH:27]1)[CH2:6][CH:7]([CH3:25])[N:8]([C:21]([CH2:22][CH3:23])=[O:24])[N:9]=[C:10]2[c:11]1[cH:12][c:13]([CH3:20])[c:14]([N+:17]([O-:18])=[O:19])[cH:15][cH:16]1.[Cl:33][CH2:34][Cl:35].[NH2:29][NH2:30].[OH2:28]>>[Cl:1][c:2]1[cH:3][c:4]2[c:5]([cH:26][cH:27]1)[CH2:6][CH:7]([CH3:25])[N:8]([C:21]([CH2:22][CH3:23])=[O:24])[N:9]=[C:10]2[c:11]1[cH:12][c:13]([CH3:20])[c:14]([NH2:17])[cH:15][cH:16]1.